This data is from the Open Reaction Database (ORD), a public repository of structured organic reaction records. The task is: describe an organic reaction: reactants, conditions, products, and yield Starting materials: C(C1=CC(OC)=C(OC)C=C1)(=O)O (Veratric acid), CS(=O)CC(C1=CC(=C(C=C1)OC)OC)O (β-hydroxy-β-(3,4-dimethoxyphenyl)ethyl methyl sulphoxide), [BH4-].[Na+] (sodium borohydride), COC=1C=C(CC(C#N)=CNC2=CC=CC=C2)C=CC1OC (α-(3,4-dimethoxybenzyl)-β-anilinoacrylonitrile), NC(=N)N (guanidine), C[O-].[Na+] (sodium methylate), COC=1C=C(C(=O)OC)C=CC1OC (methyl 3,4-dimethoxybenzoate), ω-(methylsulfinyl) 3,4-dimethoxyacetophenone, N(C1=CC=CC=C1)CCC#N (β-anilinopropionitrile). Reagents/catalysts: Cl (hydrochloric acid). Run in CO (methanol), CN(P(=O)(N(C)C)N(C)C)C (hexamethylphosphoramide). Product: NC1=NC=C(C(=N1)N)CC1=CC(=C(C=C1)OC)OC (2,4-diamino-5-(3',4'-dimethoxybenzyl) pyrimidine). As a reaction SMILES: C(O)(=O)C1C=CC(OC)=C(OC)C=1.COC1C=C(C=CC=1OC)C(OC)=O.[BH4-].[Na+].CS(CC(O)C1C=CC(OC)=C(OC)C=1)=O.N(CCC#N)C1C=CC=CC=1.C[O-].[Na+].[CH3:60][O:61][C:62]1[CH:63]=[C:64]([CH:77]=[CH:78][C:79]=1[O:80][CH3:81])[CH2:65][C:66](=[CH:69]NC1C=CC=CC=1)[C:67]#[N:68].[NH2:82][C:83]([NH2:85])=[NH:84]>CO.Cl.CN(C)P(N(C)C)(N(C)C)=O>[NH2:84][C:83]1[N:85]=[C:67]([NH2:68])[C:66]([CH2:65][C:64]2[CH:77]=[CH:78][C:79]([O:80][CH3:81])=[C:62]([O:61][CH3:60])[CH:63]=2)=[CH:69][N:82]=1 |f:2.3,6.7|. Procedure: Veratric acid is esterified by refluxing in methanol using hydrochloric acid as catalyst. The resulting methyl 3,4-dimethoxybenzoate is converted under the conditions of Example 103 to ω-(methylsulfinyl) 3,4-dimethoxyacetophenone. This is reduced with sodium borohydride under the condition of Example 104 to β-hydroxy-β-(3,4-dimethoxyphenyl)ethyl methyl sulphoxide, which is then allowed to react with β-anilinopropionitrile in hexamethylphosphoramide containing sodium methylate according to Exampl...